Dataset: the Open Reaction Database (ORD), a public repository of structured organic reaction records. Task: describe an organic reaction: reactants, conditions, products, and yield The yield is 77.5%. Procedure details: A 10 mL round-bottom flask equipped with a stir bar was charged with zirconocene chloride hydride (0.305 g, 1.07 mmol) and sealed with a septum. The flask was evacuated with a vacuum pump and purged with argon, the process being repeated 3 times. THF (4 mL) was injected and the mixture stirred to generate a white slurry which was treated via syringe with 1-octyne (0.115 g, 1.04 mmol). The mixture was stirred for 15 minutes to yield a yellow-to-green solution which was cooled to -78° C. and treat... As a reaction SMILES: [CH:1]#[C:2][CH2:3][CH2:4][CH2:5][CH2:6][CH2:7][CH3:8].[Li]C.CCOCC.C([Cu])#N.[CH:19]([CH:22]1[CH2:27][CH2:26][C:25](=[O:28])[CH:24]=[CH:23]1)([CH3:21])[CH3:20]>[H-].[Cl-].[CH-]1C=CC=C1.[CH-]1C=CC=C1.[Zr+2].Cl[Ni]Cl.[CH-]1C=CC=C1.[CH-]1C=CC=C1.[Zr+2].[Cu]>[CH:1]([CH:23]1[CH:22]([CH:19]([CH3:21])[CH3:20])[CH2:27][CH2:26][C:25](=[O:28])[CH2:24]1)=[CH:2][CH2:3][CH2:4][CH2:5][CH2:6][CH2:7][CH3:8] |f:5.6.7.8.9,11.12.13|. Reaction conditions: temperature -78 celsius. Reactants: C#CCCCCCC (1-octyne), C(#N)[Cu] (CuCN), C(C)(C)C1C=CC(CC1)=O (4-isopropyl-2-cyclohexenone), [Li]C (MeLi), [Li]C (MeLi), CCOCC (Et2O), enone. The reagents and catalysts are [CH-]1C=CC=C1.[CH-]1C=CC=C1.[Zr+2] (zirconocene), [H-].[Cl-].[CH-]1C=CC=C1.[CH-]1C=CC=C1.[Zr+2] (zirconocene chloride hydride), [Cu] (copper), Cl[Ni]Cl (NiCl2). The product is C(=CCCCCCC)C1CC(CCC1C(C)C)=O (3-(1-octen-1-yl)-4-isopropylcyclohexanone). Reactants: C(C)N1C(=NC=C1[N+](=O)[O-])C=[N+]([O-])C (α-(1-ethyl-5-nitroimidazol-2-yl)-N-methylnitrone), C(CC)N1C(=NC=C1[N+](=O)[O-])C=[N+]([O-])C (α-(1-propyl-5-nitroimidazol-2yl)-N-methylnitrone), α[1-(2'-acetoxyethyl)-5-nitroimidazol-2-yl]-N-methylnitrone, 1-substituted-2-formyl-5-nitroimidazoles, CN1C(=NC=C1[N+](=O)[O-])C=[N+]([O-])CC1=CC=CC=C1 (α-(1-methyl-5-nitroimidazol-2-yl)-N-benzylnitrone), CN1C(=NC=C1[N+](=O)[O-])C=O (1-methyl-2-formyl-5-nitroimidazole), Cl.C(C1=CC=CC=C1)NO (N-benzylhydroxylamine hydrochloride). Yields the product CN1C(=NC=C1[N+](=O)[O-])C=[N+]([O-])C (α-(1-Methyl-5-nitroimidazol-2-yl)-N-methylnitrone). As a reaction SMILES: [CH2:1]([N:3]1[C:7]([N+:8]([O-:10])=[O:9])=[CH:6][N:5]=[C:4]1[CH:11]=[N+:12]([CH3:14])[O-:13])C.C(N1C([N+]([O-])=O)=CN=C1C=[N+](C)[O-])CC.CN1C([N+]([O-])=O)=CN=C1C=[N+](CC1C=CC=CC=1)[O-].Cl.C(NO)C1C=CC=CC=1.CN1C([N+]([O-])=O)=CN=C1C=O>>[CH3:1][N:3]1[C:7]([N+:8]([O-:10])=[O:9])=[CH:6][N:5]=[C:4]1[CH:11]=[N+:12]([CH3:14])[O-:13] |f:3.4|. Reported procedure: The corresponding α-(1-ethyl-5-nitroimidazol-2-yl)-N-methylnitrone, α-(1-propyl-5-nitroimidazol-2yl)-N-methylnitrone, and α[1-(2'-acetoxyethyl)-5-nitroimidazol-2-yl]-N-methylnitrone can be prepared in a similar fashion utilizing the respectively 1-substituted-2-formyl-5-nitroimidazoles disclosed in Examples 3 and 5. The corresponding α-(1-methyl-5-nitroimidazol-2-yl)-N-benzylnitrone can also be prepared using N-benzylhydroxylamine hydrochloride in the above reaction with 1-methyl-2-formyl-5-nitr... Reactants: CCOCC (Ether), IC=1C(OCC1C1=CC=C(C=C1)SC)=O (3-iodo-4-(4-(methylthio)phenyl)-2-(5H)-furanone), C1(=CC=CC=C1)B(O)O (PhB(OH)2), [As](C1=CC=CC=C1)(C1=CC=CC=C1)C1=CC=CC=C1 (Ph3As), PdCl2 (PhCN)2. Solvent: C1=CC=CC=C1 (benzene), [OH-].[Na+] (NaOH). Product: C1(=CC=CC=C1)C=1C(OCC1C1=CC=C(C=C1)SC)=O (3-(Phenyl)-4-(4-(methylthio)phenyl)-2-(5H)-furanone). Reaction SMILES: I[C:2]1[C:3](=[O:15])[O:4][CH2:5][C:6]=1[C:7]1[CH:12]=[CH:11][C:10]([S:13][CH3:14])=[CH:9][CH:8]=1.[C:16]1(B(O)O)[CH:21]=[CH:20][CH:19]=[CH:18][CH:17]=1.[As](C1C=CC=CC=1)(C1C=CC=CC=1)C1C=CC=CC=1.CCOCC>C1C=CC=CC=1.[OH-].[Na+]>[C:16]1([C:2]2[C:3](=[O:15])[O:4][CH2:5][C:6]=2[C:7]2[CH:12]=[CH:11][C:10]([S:13][CH3:14])=[CH:9][CH:8]=2)[CH:21]=[CH:20][CH:19]=[CH:18][CH:17]=1 |f:5.6|. Procedure: A mixture of 4 g of the product of Step 3, 3.7 g of PhB(OH)2, 0.4 g of Ph3As, 0.4 g of PdCl2 (PhCN)2 in 100 ml of benzene and 15 ml of 2N NaOH is refluxed for 6 h. Ether(200 ml) is then added and the mixture is washed with 100 ml of saturated NaHCO3. The organic layer is dried over MgSO4 and concentrated. The residue is purified by flash chromatography on silica gel eluted with 4:1 hexane/EtOAc to give the title compound. The reactants are Nc1ncc(Br)nc1Br, CCO, CCN(C(C)C)C(C)C, ClCCl, NCc1ccc2ncccc2c1. Yields the product Nc1ncc(Br)nc1NCc1ccc2ncccc2c1. As a reaction SMILES: [Br:13][c:14]1[c:15]([NH2:21])[n:16][cH:17][c:18]([Br:20])[n:19]1.[CH2:31]([OH:32])[CH3:33].[CH:22]([N:23]([CH:24]([CH3:25])[CH3:26])[CH2:27][CH3:28])([CH3:29])[CH3:30].[Cl:34][CH2:35][Cl:36].[n:1]1[cH:2][cH:3][cH:4][c:5]2[cH:6][c:7]([CH2:11][NH2:12])[cH:8][cH:9][c:10]12>>[n:1]1[cH:2][cH:3][cH:4][c:5]2[cH:6][c:7]([CH2:11][NH:12][c:14]3[c:15]([NH2:21])[n:16][cH:17][c:18]([Br:20])[n:19]3)[cH:8][cH:9][c:10]12. Reactants: C(C)=O (acetaldehyde), CCCCCC (hexane), C(C)(=O)OCC (ethyl acetate). The product is OC(C)C=1C(CCC1C)=O (2-(1-hydroxyethyl)-3-methyl-2-cyclopenten-1-one). Yield: 95.0%. As a reaction SMILES: [CH:1](=[O:3])[CH3:2].[CH3:4][CH2:5][CH2:6][CH2:7][CH2:8][CH3:9].C(OCC)(=[O:12])C>>[OH:3][CH:1]([C:6]1[C:7](=[O:12])[CH2:8][CH2:9][C:5]=1[CH3:4])[CH3:2]. Reported procedure: The same procedure as in Example 14 was carried out using acetaldehyde instead of formaldehyde. The target compound was obtained by column chromatography (hexane:ethyl acetate=1:1) (yield: 95%).